Dataset: the Open Reaction Database (ORD), a public repository of structured organic reaction records. Task: describe an organic reaction: reactants, conditions, products, and yield Starting materials: Cl (hydrochloric acid), O=C1SC2=C(N1CC#N)C=CC=C2 (2-oxo-3-benzothiazoline acetonitrile), S1C(=CC=C1)CC(=O)O (thiolacetic acid). The solvent is O (water). Conditions: time 18 hour. The product is O=C1SC2=C(N1CC(N)=S)C=CC=C2 (2-oxo-3-benzothiazoline ethanethioamide). The yield is 85.0%. As a reaction SMILES: [O:1]=[C:2]1[N:6]([CH2:7][C:8]#[N:9])[C:5]2[CH:10]=[CH:11][CH:12]=[CH:13][C:4]=2[S:3]1.[S:14]1C=CC=C1CC(O)=O.Cl>O>[O:1]=[C:2]1[N:6]([CH2:7][C:8](=[S:14])[NH2:9])[C:5]2[CH:10]=[CH:11][CH:12]=[CH:13][C:4]=2[S:3]1. Procedure details: To a stirred slurry containing 38 grams (0.2 moles) of 2-oxo-3-benzothiazoline acetonitrile, 15.2 grams (0.2 moles) of thiolacetic acid (dried over MgSO4) and 300 ml. of anhydrous ethyl ether, dried hydrogen chloride gas is bubbled through the suspension at -5° to 0° C. for 3 hours. External cooling was removed and the reaction mixture is stirred at 25°-30° C. for 18 hours. The solid is collected by filtration, washed with 500 ml. of anhydrous ethyl ether and air-dried at 25°-30° C. for one hour...